Dataset: the Open Reaction Database (ORD), a public repository of structured organic reaction records. Task: describe an organic reaction: reactants, conditions, products, and yield Procedure: In a round-bottom flask equipped with a magnetic stirrer were placed the crude acetate of 3-amino-8-fluoro-5-methoxychroman (1.18 g; approx. 3.9 mmol) from above, dry methanol (10 mL), propanal (2.8 mL; 39 mmol), glacial acid (pH 3-4) and sodium boronhydride (0.25 g; 3.9 mmol) but with no molecular sieves. The reaction mixture was stirred under nitrogen at room temperature for 1 h. The solution was filtered through Celite and the solvent was evaporated to leave a liquid residue which was diluted... The product is C(CC)N(C1COC2=C(C=CC(=C2C1)OC)F)CCC (3-Dipropylamino-8-fluoro-5-methoxychroman). Run in O (water). Run at time 1 hour. RXN SMILES: [C:1]([O-])(=O)[CH3:2].[NH2:5][CH:6]1[CH2:15][C:14]2[C:9](=[C:10]([F:18])[CH:11]=[CH:12][C:13]=2[O:16][CH3:17])[O:8][CH2:7]1.[CH:19](=O)[CH2:20][CH3:21].[Na].[CH3:24]O>O>[CH2:19]([N:5]([CH2:24][CH2:1][CH3:2])[CH:6]1[CH2:15][C:14]2[C:9](=[C:10]([F:18])[CH:11]=[CH:12][C:13]=2[O:16][CH3:17])[O:8][CH2:7]1)[CH2:20][CH3:21] |^1:22|. The reactants are [Na] (sodium), C(C)(=O)[O-] (acetate), acid, NC1COC2=C(C=CC(=C2C1)OC)F (3-amino-8-fluoro-5-methoxychroman), C(CC)=O (propanal), CO (methanol). Reactants: ice, C(C1=CC=CC=C1)N1CCC(CC1)=O (1-benzyl-4-piperidone), FC1=CC=C(N)C=C1 (4-fluoroaniline), C[Si](C)(C)C#N (trimethylsilyl cyanide), [OH-].[Na+] (NaOH). Run in C(C)(=O)O (acetic acid). Run at time 18 hour. Yields the product C(C1=CC=CC=C1)N1CCC(CC1)(C#N)NC1=CC=C(C=C1)F (1-Benzyl-4-(4-fluoro-phenylamino)-piperidine-4-carbonitrile). Reaction SMILES: [CH2:1]([N:8]1[CH2:13][CH2:12][C:11](=O)[CH2:10][CH2:9]1)[C:2]1[CH:7]=[CH:6][CH:5]=[CH:4][CH:3]=1.[F:15][C:16]1[CH:22]=[CH:21][C:19]([NH2:20])=[CH:18][CH:17]=1.C[Si]([C:27]#[N:28])(C)C.[OH-].[Na+]>C(O)(=O)C>[CH2:1]([N:8]1[CH2:13][CH2:12][C:11]([NH:20][C:19]2[CH:21]=[CH:22][C:16]([F:15])=[CH:17][CH:18]=2)([C:27]#[N:28])[CH2:10][CH2:9]1)[C:2]1[CH:7]=[CH:6][CH:5]=[CH:4][CH:3]=1 |f:3.4|. Procedure details: A mixture of 120 g (634 mmol) 1-benzyl-4-piperidone, 77.5 g (697 mmol) 4-fluoroaniline and 62.9 g (634 mmol) trimethylsilyl cyanide in 400 ml acetic acid was stirred at ambient temperature for 18 h. The reaction mixture was poured onto 500 g ice, pH is adjusted to 9 by addition of 5N NaOH and the aqueous mixture extracted with dichloromethane. The combined organic extracts were washed with brine, dried over Na2SO4, filtered and evaporated. The crystalline residue was re-crystallised from Et2O: 1... Product: FC(F)(F)Oc1ccc(C=C2CCN(Cc3ccccc3)CC2)cc1. The reactants are [Br-], O=C1CCN(Cc2ccccc2)CC1, CS(C)=O, [H-], [Na+], O, FC(F)(F)Oc1ccc(C[P+](c2ccccc2)(c2ccccc2)c2ccccc2)cc1. As a reaction SMILES: [Br-:1].[CH2:35]([c:36]1[cH:37][cH:38][cH:39][cH:40][cH:41]1)[N:42]1[CH2:43][CH2:44][C:45](=[O:48])[CH2:46][CH2:47]1.[CH3:50][S:51]([CH3:52])=[O:53].[H-:33].[Na+:34].[OH2:49].[c:2]1([P+:3]([c:4]2[cH:5][cH:6][cH:7][cH:8][cH:21]2)([CH2:9][c:10]2[cH:11][cH:12][c:13]([O:16][C:17]([F:18])([F:19])[F:20])[cH:14][cH:15]2)[c:22]2[cH:23][cH:24][cH:25][cH:26][cH:27]2)[cH:28][cH:29][cH:30][cH:31][cH:32]1>>[CH:9]([c:10]1[cH:11][cH:12][c:13]([O:16][C:17]([F:18])([F:19])[F:20])[cH:14][cH:15]1)=[C:45]1[CH2:44][CH2:43][N:42]([CH2:35][c:36]2[cH:37][cH:38][cH:39][cH:40][cH:41]2)[CH2:47][CH2:46]1. The reactants are NC1=CC(=C(C=C1Cl)C(CCC1CCN(CC1)C(=O)OC(C)(C)C)=O)OC (1-(4-Amino-5-chloro-2-methoxyphenyl)-3-[1-(tert-butoxycarbonyl)-piperidin-4-yl]propan-1-one), FC(C(=O)O)(F)F (trifluoroacetic acid). The solvent is C(Cl)Cl (methylene chloride). Yields the product NC1=CC(=C(C=C1Cl)C(CCC1CCNCC1)=O)OC (1-(4-amino-5-chloro-2-methoxyphenyl)-3-(piperidin-4-yl)-propan-1-one). The yield is 100.0%. RXN SMILES: [NH2:1][C:2]1[C:7]([Cl:8])=[CH:6][C:5]([C:9](=[O:25])[CH2:10][CH2:11][CH:12]2[CH2:17][CH2:16][N:15](C(OC(C)(C)C)=O)[CH2:14][CH2:13]2)=[C:4]([O:26][CH3:27])[CH:3]=1.FC(F)(F)C(O)=O>C(Cl)Cl>[NH2:1][C:2]1[C:7]([Cl:8])=[CH:6][C:5]([C:9](=[O:25])[CH2:10][CH2:11][CH:12]2[CH2:13][CH2:14][NH:15][CH2:16][CH2:17]2)=[C:4]([O:26][CH3:27])[CH:3]=1. Reported procedure: 1-(4-Amino-5-chloro-2-methoxyphenyl)-3-[1-(tert-butoxycarbonyl)-piperidin-4-yl]propan-1-one (1.5 g, 3.8 mmol) was dissolved in methylene chloride (20 mL) and trifluoroacetic acid (5 mL) was added to the solution. After 30 minutes the solution was washed with aqueous ammonium hydroxide, and dried over sodium sulfate. Evaporation of the solvents gave 1-(4-amino-5-chloro-2-methoxyphenyl)-3-(piperidin-4-yl)-propan-1-one (1.1 g, 3.8 mmol), m.p. 138°-140° C. Starting materials: COC(=O)C1CCC(CC1)C(=O)N1CCN(CC1)C1=NC=C(C=C1)C(NC1=CC(=CC=C1)C(C)(C)C)=O (4-{4-[5-(3-tert-butyl-phenylcarbamoyl)-pyridin-2-yl]-piperazine-1-carbonyl}-cyclohexanecarboxylic acid methyl ester), CCN=C=NCCCN(C)C (EDCI), IC=1C=C(C=CC1C)NC(C1=CN=C(C=C1)N1CCNCC1)=O (N-(3-iodo-4-methyl-phenyl)-6-piperazin-1-yl-nicotinamide), OC1=NOC(=C1)CCC(=O)O (3-(3-hydroxy-isoxazol-5-yl)-propionic acid). Yields the product OC1=NOC(=C1)CCC(=O)N1CCN(CC1)C1=NC=C(C(=O)NC2=CC(=C(C=C2)C)I)C=C1 (6-{4-[3-(3-Hydroxy-isoxazol-5-yl)-propionyl]-piperazin-1-yl}-N-(3-iodo-4-methyl-phenyl)-nicotinamide). Reaction SMILES: CCN=C=NCCCN(C)C.[I:12][C:13]1[CH:14]=[C:15]([NH:20][C:21](=[O:34])[C:22]2[CH:27]=[CH:26][C:25]([N:28]3[CH2:33][CH2:32][NH:31][CH2:30][CH2:29]3)=[N:24][CH:23]=2)[CH:16]=[CH:17][C:18]=1[CH3:19].[OH:35][C:36]1[CH:40]=[C:39]([CH2:41][CH2:42][C:43](O)=[O:44])[O:38][N:37]=1.COC(C1CCC(C(N2CCN(C3C=CC(C(=O)NC4C=CC=C(C(C)(C)C)C=4)=CN=3)CC2)=O)CC1)=O>>[OH:35][C:36]1[CH:40]=[C:39]([CH2:41][CH2:42][C:43]([N:31]2[CH2:30][CH2:29][N:28]([C:25]3[CH:26]=[CH:27][C:22]([C:21]([NH:20][C:15]4[CH:16]=[CH:17][C:18]([CH3:19])=[C:13]([I:12])[CH:14]=4)=[O:34])=[CH:23][N:24]=3)[CH2:33][CH2:32]2)=[O:44])[O:38][N:37]=1. Procedure details: 6-{4-[3-(3-Hydroxy-isoxazol-5-yl)-propionyl]-piperazin-1-yl}-N-(3-iodo-4-methyl-phenyl)-nicotinamide was synthesized from the EDCI coupling of N-(3-iodo-4-methyl-phenyl)-6-piperazin-1-yl-nicotinamide and 3-(3-hydroxy-isoxazol-5-yl)-propionic acid in a manner similar to the one described in the synthesis of 4-{4-[5-(3-tert-butyl-phenylcarbamoyl)-pyridin-2-yl]-piperazine-1-carbonyl}-cyclohexanecarboxylic acid methyl ester, above. LCMS calcd for C23H24IN5O4 (m/e) 561, obsd 562 (M+H),